From a dataset of the Open Reaction Database (ORD), a public repository of structured organic reaction records. describe an organic reaction: reactants, conditions, products, and yield Reactants: [N+](=O)([O-])C1=CC=C(C=C1)C(C)N (1-(4-nitro-phenyl)-ethylamine), COC(=O)C=1SC(=CC1)C(=O)O (thiophene-2,5-dicarboxylic acid monomethyl ester). Product: COC(=O)C=1SC(=CC1)C(NC(C)C1=CC=C(C=C1)[N+](=O)[O-])=O (5-[1-(4-Nitro-phenyl)-ethylcarbamoyl]-thiophene-2-carboxylic acid methyl ester). As a reaction SMILES: [N+:1]([C:4]1[CH:9]=[CH:8][C:7]([CH:10]([NH2:12])[CH3:11])=[CH:6][CH:5]=1)([O-:3])=[O:2].[CH3:13][O:14][C:15]([C:17]1[S:18][C:19]([C:22](O)=[O:23])=[CH:20][CH:21]=1)=[O:16]>>[CH3:13][O:14][C:15]([C:17]1[S:18][C:19]([C:22](=[O:23])[NH:12][CH:10]([C:7]2[CH:6]=[CH:5][C:4]([N+:1]([O-:3])=[O:2])=[CH:9][CH:8]=2)[CH3:11])=[CH:20][CH:21]=1)=[O:16]. Procedure: The title compound was prepared in an analogous manner to that described in example 1, step 3 from 1-(4-nitro-phenyl)-ethylamine and thiophene-2,5-dicarboxylic acid monomethyl ester. The reactants are [H-].[H-].[H-].[H-].[Li+].[Al+3] (LAH), O1CCC(C2=CC=CC=C12)=NO (chroman-4-one oxime), [C@@H]([C@H](C(=O)[O-])O)(C(=O)[O-])O.[Na+].[K+] (Rochelle's salt). Run in C1CCOC1 (THF), O (H2O), C1CCOC1 (THF). Run at time 1 hour. Yields the product O1CCC(C2=CC=CC=C12)N (chroman-4-ylamine). RXN SMILES: [H-].[H-].[H-].[H-].[Li+].[Al+3].[O:7]1[C:16]2[C:11](=[CH:12][CH:13]=[CH:14][CH:15]=2)[C:10](=[N:17]O)[CH2:9][CH2:8]1.[C@H](O)(C([O-])=O)[C@@H](O)C([O-])=O.[Na+].[K+]>C1COCC1.O>[O:7]1[C:16]2[C:11](=[CH:12][CH:13]=[CH:14][CH:15]=2)[CH:10]([NH2:17])[CH2:9][CH2:8]1 |f:0.1.2.3.4.5,7.8.9|. Procedure details: LAH (6.35 g, 167 mmol) was suspended in THF (100 mL) at 0° C. A solution of chroman-4-one oxime (Step A) (10.92 g, 66.92 mmol) in THF (100 mL) was added drop-wise. The mixture was heated slowly to reflux for 4 h. The reaction was cooled to RT and added drop-wise to a stirred saturated solution of Rochelle's salt in H2O. The bi-phasic mixture was stirred rapidly at RT for 1 h. The layers were separated and the aqueous layer was extracted with EtOAc until tlc analysis of the aqueous layer showed n... The reactants are ClC1=C(C=C2C(=CN(C2=C1)C(=O)OC(C)(C)C)C(=O)OC)C1=CC=C(C=C1)O (1-tert-butyl 3-methyl 6-chloro-5-(4-hydroxyphenyl)-1H-indole-1,3-dicarboxylate), bis(2-methoxyethyl)-diazene-1,2-dicarboxylate, C1(=CC=CC=C1)P(C1=CC=CC=C1)C1=CC=CC=C1 (triphenylphosphine), N1=CC(=CC=C1)CO (pyridin-3-ylmethanol). Run in O1CCCC1 (tetrahydrofuran). Reaction conditions: temperature 70 celsius, time 18 hour. Product: ClC1=C(C=C2C(=CN(C2=C1)C(=O)OC(C)(C)C)C(=O)OC)C1=CC=C(C=C1)OCC=1C=NC=CC1 (1-tert-butyl 3-methyl 6-chloro-5-[4-(pyridin-3-ylmethoxy)phenyl]-1H-indole-1,3-dicarboxylate). As a reaction SMILES: [Cl:1][C:2]1[CH:10]=[C:9]2[C:5]([C:6]([C:18]([O:20][CH3:21])=[O:19])=[CH:7][N:8]2[C:11]([O:13][C:14]([CH3:17])([CH3:16])[CH3:15])=[O:12])=[CH:4][C:3]=1[C:22]1[CH:27]=[CH:26][C:25]([OH:28])=[CH:24][CH:23]=1.C1(P(C2C=CC=CC=2)C2C=CC=CC=2)C=CC=CC=1.[N:48]1[CH:53]=[CH:52][CH:51]=[C:50]([CH2:54]O)[CH:49]=1>O1CCCC1>[Cl:1][C:2]1[CH:10]=[C:9]2[C:5]([C:6]([C:18]([O:20][CH3:21])=[O:19])=[CH:7][N:8]2[C:11]([O:13][C:14]([CH3:16])([CH3:17])[CH3:15])=[O:12])=[CH:4][C:3]=1[C:22]1[CH:27]=[CH:26][C:25]([O:28][CH2:54][C:50]2[CH:49]=[N:48][CH:53]=[CH:52][CH:51]=2)=[CH:24][CH:23]=1. Procedure details: A mixture of 1-tert-butyl 3-methyl 6-chloro-5-(4-hydroxyphenyl)-1H-indole-1,3-dicarboxylate (30 mg, 0.075 mmol), polymer supported triphenylphosphine (50 mg, 0.15 mmol), anhydrous tetrahydrofuran (1.0 mL), pyridin-3-ylmethanol (0.015 mL, 0.15 mmol), and bis(2-methoxyethyl)-diazene-1,2-dicarboxylate) (35 mg, 0.15 mmol) was sealed in a vial and stirred vigorously at 70° C. for 18 hours. The cooled reaction mixture was filtered through a pad of Celite, and the filter pad was washed with diethyl eth... Reactants: NC(C(=O)O)(C)C (alpha-aminoisobutyric acid), N1=CC=CC=C1 (pyridine), C(C)(=O)OC(C)=O (acetic anhydride). Run in O (water), O (water). Reaction conditions: time 1 hour. Product: C(C)(=O)NC(C(=O)O)(C)C (N-acetyl-alpha-aminoisobutyric acid). Yield: 63724.3%. As a reaction SMILES: [NH2:1][C:2]([CH3:7])([CH3:6])[C:3]([OH:5])=[O:4].N1C=CC=CC=1.[C:14](OC(=O)C)(=[O:16])[CH3:15]>O>[C:14]([NH:1][C:2]([CH3:7])([CH3:6])[C:3]([OH:5])=[O:4])(=[O:16])[CH3:15]. Procedure: A suspension of 41.2 g (0.4 mmol) of alpha-aminoisobutyric acid, 100 ml pyridine, and 100 ml water is stirred at 0°-5° C. and 45.0 ml (0.45 mmol) of acetic anhydride is added over a period of 30 min. Solution is observed after 1 hr and the mixture is allowed to stand at room temperature for 10 hrs. The reaction mixture is diluted with 500 ml water and evaporated in vacuo. The residue is then recrystallized from water, dried in vacuo affording 37.0 g N-acetyl-alpha-aminoisobutyric acid. Reactants: NC1=C(C=C(C(=C1)OCC)OCC)C(=O)C1=CC=CC=C1 ((2-amino-4,5-diethoxyphenyl)(phenyl)methanone), Cl.NCC(=O)OCC (ethyl glycinate hydrochloride). The product is C(C1=CC=CC=C1)C1C(NC2=C(C(=N1)C1=CC=CC=C1)C=C(C(=C2)OCC)OCC)=O (3-benzyl-7,8-diethoxy-5-phenyl-1,3-dihydro-2H-1,4-benzodiazepin-2-one). Yield: 19.0%. As a reaction SMILES: [NH2:1][C:2]1[CH:7]=[C:6]([O:8][CH2:9][CH3:10])[C:5]([O:11][CH2:12][CH3:13])=[CH:4][C:3]=1[C:14]([C:16]1[CH:21]=[CH:20][CH:19]=[CH:18][CH:17]=1)=O.Cl.[NH2:23][CH2:24][C:25]([O:27]CC)=O>>[CH2:14]([CH:24]1[N:23]=[C:14]([C:16]2[CH:21]=[CH:20][CH:19]=[CH:18][CH:17]=2)[C:3]2[CH:4]=[C:5]([O:11][CH2:12][CH3:13])[C:6]([O:8][CH2:9][CH3:10])=[CH:7][C:2]=2[NH:1][C:25]1=[O:27])[C:3]1[CH:4]=[CH:5][CH:6]=[CH:7][CH:2]=1 |f:1.2|. Procedure details: By replacing (2-amino-4,5-dimethoxyphenyl)(phenyl) methanone (XXIaa) in example XXIIaa by (2-amino-4,5-diethoxyphenyl)(phenyl)methanone (XXIag), and ethyl glycinate hydrochloride by methyl phenylanalilate hydrochloride, and proceeding in the same manner, the abovenamed product is obtained. Yield: 19%. M: 10–112° C. 1H-NMR (CDCl3, 200 MHz): d 1.38 (t, 3H, CH3), 1.55 (t, 3H, CH3), 3.61–3.66 (m, 2H, CH2), 3.82–3.98 (m, 3H, CH+OCH2), 4.18 (q, 2H, OCH2), 6.64 (s, 1H Ar), 6,75 (s, 1H Ar), 7.25–7.57 (m... Starting materials: ClCCl, CC(O)c1nnc(-c2ccc3occ(-c4cccc(OC(F)(F)F)c4)c3c2)o1, [Na+], [Na+], O=S([O-])([O-])=S. Product: CC(=O)c1nnc(-c2ccc3occ(-c4cccc(OC(F)(F)F)c4)c3c2)o1. Reaction SMILES: [Cl:36][CH2:37][Cl:38].[F:1][C:2]([O:3][c:4]1[cH:5][c:6](-[c:10]2[cH:11][o:12][c:13]3[c:14]2[cH:15][c:16](-[c:19]2[n:20][n:21][c:22]([CH:24]([CH3:25])[OH:26])[o:23]2)[cH:17][cH:18]3)[cH:7][cH:8][cH:9]1)([F:27])[F:28].[Na+:34].[Na+:35].[S:29]([O-:30])([O-:31])(=[O:32])=[S:33]>>[F:1][C:2]([O:3][c:4]1[cH:5][c:6](-[c:10]2[cH:11][o:12][c:13]3[c:14]2[cH:15][c:16](-[c:19]2[n:20][n:21][c:22]([C:24]([CH3:25])=[O:26])[o:23]2)[cH:17][cH:18]3)[cH:7][cH:8][cH:9]1)([F:27])[F:28].